This data is from the Open Reaction Database (ORD), a public repository of structured organic reaction records. The task is: describe an organic reaction: reactants, conditions, products, and yield Starting materials: C#Cc1ccc(Cc2cc(C3(O)OC(CO)C(O)C(O)C3O)ccc2Cl)cc1, Cn1cc(I)ccc1=O. The product is Cn1cc(C#Cc2ccc(Cc3cc(C4(O)OC(CO)C(O)C(O)C4O)ccc3Cl)cc2)ccc1=O. Reaction SMILES: [Cl:1][c:2]1[c:3]([CH2:20][c:21]2[cH:22][cH:23][c:24]([C:27]#[CH:28])[cH:25][cH:26]2)[cH:4][c:5]([C:8]2([OH:9])[CH:10]([OH:11])[CH:12]([OH:13])[CH:14]([OH:15])[CH:16]([CH2:18][OH:19])[O:17]2)[cH:6][cH:7]1.[I:29][c:30]1[cH:31][cH:32][c:33](=[O:37])[n:34]([CH3:36])[cH:35]1>>[Cl:1][c:2]1[c:3]([CH2:20][c:21]2[cH:22][cH:23][c:24]([C:27]#[C:28][c:30]3[cH:31][cH:32][c:33](=[O:37])[n:34]([CH3:36])[cH:35]3)[cH:25][cH:26]2)[cH:4][c:5]([C:8]2([OH:9])[CH:10]([OH:11])[CH:12]([OH:13])[CH:14]([OH:15])[CH:16]([CH2:18][OH:19])[O:17]2)[cH:6][cH:7]1. Reactants: C(C)O[Si](OCC)(OCC)OCC (tetraethoxysilane), C[Si](OCC)(OCC)OCC (methyltriethoxysilane), 3-(triethoxysilylpropyl)diallylisocyanurate, C1(=CC=CC=C1)[Si](OC)(OC)OC (phenyltrimethoxysilane), C(C)O[Si](CCCN1C=NCC1)(OCC)OCC (N-(3-triethoxysilylpropyl)-4,5-dihydroimidazole), Cl (hydrochloric acid), C(C)OCC(C)O (propylene glycol monoethyl ether), Cl (hydrochloric acid). Solvent: CC(=O)C (acetone), O (water), CO (methanol), C(C)O (ethanol). Run at time 240 minute. Yields the product C(C)(=O)OC(COC)C (propylene glycol monomethyl ether acetate). As a reaction SMILES: [CH2:1]([O:3][Si](OCC)(OCC)OCC)[CH3:2].C[Si](OCC)(OCC)OCC.C1([Si](OC)(OC)OC)C=CC=CC=1.C(O[Si](OCC)(OCC)CCCN1CCN=C1)C.Cl.[CH2:57]([O:59][CH2:60][CH:61]([OH:63])[CH3:62])C>O.CO.C(O)C.CC(C)=O>[C:1]([O:63][CH:61]([CH3:62])[CH2:60][O:59][CH3:57])(=[O:3])[CH3:2]. Procedure: 54.56 g (70 mol %) of tetraethoxysilane, 9.81 g (14.7 mol %) of methyltriethoxysilane, 7.74 g (5 mol %) of 3-(triethoxysilylpropyl)diallylisocyanurate, 7.42 g (10 mol %) of phenyltrimethoxysilane, 0.31 g (0.3 mol %) of N-(3-triethoxysilylpropyl)-4,5-dihydroimidazole, and 105.03 g of acetone were charged into a 300-mL flask and while stirring the mixture solution with a magnetic stirrer, 24.95 g of a 0.10-mol/L hydrochloric acid was dropped into the mixture solution. After the dropping, the flask... The reactants are Cl.C(C=C)ON=C(C(=O)Cl)C1=NSC(=N1)N (2-allyloxyimino-2-(5-amino-1,2,4-thiadiazol-3-yl)acetyl chloride monohydrochloride), NC1[C@@H]2N(C(=C(CS2)S\C=C/C2=NC=CC=C2)C(=O)OC(C2=CC=CC=C2)C2=CC=CC=C2)C1=O (benzhydryl 7-amino-3-[(Z)-2-(2-pyridyl)vinylthio]-3-cephem-4-carboxylate), C[Si](C)(C)NC(N[Si](C)(C)C)=O (bis(trimethylsilyl)urea), C(Cl)(Cl)Cl (chloroform). Solvent: O1CCCC1 (tetrahydrofuran), C(C)(=O)OCC (ethyl acetate), C([O-])(O)=O.[Na+] (sodium bicarbonate), C(Cl)Cl (methylene chloride), O (water). Reaction conditions: time 30 minute. The product is C(C=C)ON=C(C(=O)NC1[C@@H]2N(C(=C(CS2)S\C=C/C2=NC=CC=C2)C(=O)OC(C2=CC=CC=C2)C2=CC=CC=C2)C1=O)C1=NSC(=N1)N (benzhydryl 7-[2-allyloxyimino-2-(5-amino-1,2,4-thiadiazol-3-yl)acetamido]-3-[(Z)-2-(2-pyridyl)vinylthio]-3-cephem-4-carboxylate). RXN SMILES: [NH2:1][CH:2]1[C:34](=[O:35])[N:4]2[C:5]([C:18]([O:20][CH:21]([C:28]3[CH:33]=[CH:32][CH:31]=[CH:30][CH:29]=3)[C:22]3[CH:27]=[CH:26][CH:25]=[CH:24][CH:23]=3)=[O:19])=[C:6]([S:9]/[CH:10]=[CH:11]\[C:12]3[CH:17]=[CH:16][CH:15]=[CH:14][N:13]=3)[CH2:7][S:8][C@H:3]12.C[Si](NC(=O)N[Si](C)(C)C)(C)C.Cl.[CH2:49]([O:52][N:53]=[C:54]([C:58]1[N:62]=[C:61]([NH2:63])[S:60][N:59]=1)[C:55](Cl)=[O:56])[CH:50]=[CH2:51].C(Cl)(Cl)Cl>C(Cl)Cl.O1CCCC1.C(OCC)(=O)C.C(=O)(O)[O-].[Na+].O>[CH2:49]([O:52][N:53]=[C:54]([C:58]1[N:62]=[C:61]([NH2:63])[S:60][N:59]=1)[C:55]([NH:1][CH:2]1[C:34](=[O:35])[N:4]2[C:5]([C:18]([O:20][CH:21]([C:28]3[CH:33]=[CH:32][CH:31]=[CH:30][CH:29]=3)[C:22]3[CH:23]=[CH:24][CH:25]=[CH:26][CH:27]=3)=[O:19])=[C:6]([S:9]/[CH:10]=[CH:11]\[C:12]3[CH:17]=[CH:16][CH:15]=[CH:14][N:13]=3)[CH2:7][S:8][C@H:3]12)=[O:56])[CH:50]=[CH2:51] |f:2.3,8.9|. Procedure: A mixture of benzhydryl 7-amino-3-[(Z)-2-(2-pyridyl)vinylthio]-3-cephem-4-carboxylate (600 ml) and bis(trimethylsilyl)urea (981 mg) in methylene chloride (6 ml) was stirred at 30°~35° C. for 30 minutes to give a clear solution. To the clear solution was added 2-allyloxyimino-2-(5-amino-1,2,4-thiadiazol-3-yl)acetyl chloride monohydrochloride (syn isomer) (480 mg) at 20° C. and the mixture was stirred for 30 minutes at -10°~-15° C. The mixture was poured into a mixture of chloroform and water. The... Reactants: C1(=CCCCC1)B(O)O (cyclohexen-1-ylboronic acid), COC(=O)C=1SC(=CC1N(C(=O)[C@@H]1CC[C@H](CC1)C)C1COCOC1)Br (5-bromo-3-[[1,3]dioxan-5-yl-(trans-4-methyl-cyclohexanecarbonyl)-amino]-thiophene-2-carboxylic acid methyl ester). The reagents and catalysts are C=1C=CC(=CC1)[P](C=2C=CC=CC2)(C=3C=CC=CC3)[Pd]([P](C=4C=CC=CC4)(C=5C=CC=CC5)C=6C=CC=CC6)([P](C=7C=CC=CC7)(C=8C=CC=CC8)C=9C=CC=CC9)[P](C=1C=CC=CC1)(C=1C=CC=CC1)C=1C=CC=CC1 (Pd(PPh3)4). Run in C(=O)([O-])[O-].[Na+].[Na+] (Na2CO3), COCCOC (DME), C(C)(=O)OCC (ethyl acetate). Product: COC(=O)C=1SC(=CC1N(C(=O)[C@@H]1CC[C@H](CC1)C)C1COCOC1)C1=CCCCC1 (5-cyclohex-1-enyl-3-[[1,3]dioxan-5-yl-(trans-4-methyl-cyclohexanecarbonyl)-amino]-thiophene-2-carboxylic acid methyl ester). Isolated yield 157.7%. RXN SMILES: [CH3:1][O:2][C:3]([C:5]1[S:6][C:7](Br)=[CH:8][C:9]=1[N:10]([CH:20]1[CH2:25][O:24][CH2:23][O:22][CH2:21]1)[C:11]([C@H:13]1[CH2:18][CH2:17][C@H:16]([CH3:19])[CH2:15][CH2:14]1)=[O:12])=[O:4].[C:27]1(B(O)O)[CH2:32][CH2:31][CH2:30][CH2:29][CH:28]=1>C([O-])([O-])=O.[Na+].[Na+].COCCOC.C(OCC)(=O)C.C1C=CC([P]([Pd]([P](C2C=CC=CC=2)(C2C=CC=CC=2)C2C=CC=CC=2)([P](C2C=CC=CC=2)(C2C=CC=CC=2)C2C=CC=CC=2)[P](C2C=CC=CC=2)(C2C=CC=CC=2)C2C=CC=CC=2)(C2C=CC=CC=2)C2C=CC=CC=2)=CC=1>[CH3:1][O:2][C:3]([C:5]1[S:6][C:7]([C:27]2[CH2:32][CH2:31][CH2:30][CH2:29][CH:28]=2)=[CH:8][C:9]=1[N:10]([CH:20]1[CH2:25][O:24][CH2:23][O:22][CH2:21]1)[C:11]([C@H:13]1[CH2:18][CH2:17][C@H:16]([CH3:19])[CH2:15][CH2:14]1)=[O:12])=[O:4] |f:2.3.4,^1:57,59,78,97|. Procedure: Nitrogen was bubbled through a solution of 5-bromo-3-[[1,3]dioxan-5-yl-(trans-4-methyl-cyclohexanecarbonyl)-amino]-thiophene-2-carboxylic acid methyl ester (15 mg, 0.034 mmol) containing cyclohexen-1-ylboronic acid (8 mg, 0.063 mmol) in 2M aqueous Na2CO3 (0.9 mL) and DME (1.8 mL) for 10 min. Pd(PPh3)4 (3 mg) was added and the mixture was refluxed for 1 h 10 min. It was cooled, diluted with ethyl acetate (50 mL), washed with water and brine, dried and evaporated yielding the crude 5-cyclohex-1-en... Starting materials: CC(C)([O-])C.[K+] (potassium t-butoxide), [Si](C)(C)(C(C)(C)C)O[C@H]1C[C@@H](CC2=CC=C3[C@@H]4CCC([C@@]4(C)CC[C@@H]3[C@@]12C)=O)O[Si](C)(C)C(C)(C)C (1α,3β-bis(t-butyldimethylsilyloxy)-17-oxoandrosta-5,7-diene). Solvent: O1CCCC1 (tetrahydrofuran), O1CCCC1 (tetrahydrofuran), O1CCCC1 (tetrahydrofuran). Reaction conditions: time 1 hour. Yields the product [Si](C)(C)(C(C)(C)C)O[C@H]1C[C@@H](CC2=CC=C3[C@@H]4C[C@H](C([C@@]4(C)CC[C@@H]3[C@@]12C)=O)O)O[Si](C)(C)C(C)(C)C (1α,3β-Bis(t-butyldimethylsilyloxy)-16α-hydroxy-17-oxoandrosta-5,7-diene). Isolated yield 23.1%. RXN SMILES: CC(C)([O-:4])C.[K+].[Si:7]([O:14][C@@H:15]1[C@@:32]2([CH3:33])[C:19](=[CH:20][CH:21]=[C:22]3[C@@H:31]2[CH2:30][CH2:29][C@@:27]2([CH3:28])[C@H:23]3[CH2:24][CH2:25][C:26]2=[O:34])[CH2:18][C@@H:17]([O:35][Si:36]([C:39]([CH3:42])([CH3:41])[CH3:40])([CH3:38])[CH3:37])[CH2:16]1)([C:10]([CH3:13])([CH3:12])[CH3:11])([CH3:9])[CH3:8]>O1CCCC1>[Si:7]([O:14][C@@H:15]1[C@@:32]2([CH3:33])[C:19](=[CH:20][CH:21]=[C:22]3[C@@H:31]2[CH2:30][CH2:29][C@@:27]2([CH3:28])[C@H:23]3[CH2:24][C@@H:25]([OH:4])[C:26]2=[O:34])[CH2:18][C@@H:17]([O:35][Si:36]([C:39]([CH3:42])([CH3:41])[CH3:40])([CH3:37])[CH3:38])[CH2:16]1)([C:10]([CH3:13])([CH3:12])[CH3:11])([CH3:9])[CH3:8] |f:0.1|. Procedure details: Under an argon atmosphere, a solution of potassium t-butoxide (4.13 g, 36.8 mmol) in dry tetrahydrofuran (500 ml) was cooled to -78° C., and a solution of 1α,3β-bis(t-butyldimethylsilyloxy)-17-oxoandrosta-5,7-diene (13.0 g, 24.5 mmol) in tetrahydrofuran (40 ml) was added dropwise. After the mixture was stirred at the same temperature for 1 hour, a solution of 2-(phenylsulfonyl)-3-phenyloxazyldine (9.62 g, 36.8 mmol) in tetrahydrofuran (40 ml) was added dropwise and the mixture was further stirre...